This data is from the Open Reaction Database (ORD), a public repository of structured organic reaction records. The task is: describe an organic reaction: reactants, conditions, products, and yield Reactants: C1CCOC1, CS(=O)(=O)c1nsc(Nc2ccncc2)c1C(N)=O, CC(C)(C)[O-], SCc1ccc(Cl)cc1, [K+], O. RXN SMILES: [CH2:35]1[O:36][CH2:37][CH2:38][CH2:39]1.[CH3:16][S:17](=[O:18])(=[O:19])[c:20]1[n:21][s:22][c:23]([NH:28][c:29]2[cH:30][cH:31][n:32][cH:33][cH:34]2)[c:24]1[C:25](=[O:26])[NH2:27].[CH3:1][C:2]([CH3:3])([O-:4])[CH3:5].[Cl:7][c:8]1[cH:9][cH:10][c:11]([CH2:14][SH:15])[cH:12][cH:13]1.[K+:6].[OH2:40]>>[Cl:7][c:8]1[cH:9][cH:10][c:11]([CH2:14][S:15][c:20]2[n:21][s:22][c:23]([NH:28][c:29]3[cH:30][cH:31][n:32][cH:33][cH:34]3)[c:24]2[C:25](=[O:26])[NH2:27])[cH:12][cH:13]1. Product: NC(=O)c1c(SCc2ccc(Cl)cc2)nsc1Nc1ccncc1. Starting materials: N1=C(C=CC=C1)NC1=C(C=CC=C1)N (N-(2-pyridyl)-o-phenylenediamine), COC=1C=C(C=CC(=O)Cl)C=CC1 (3-methoxycinnamoyl chloride), C(C(=O)O)(=O)O (oxalic acid), N1=C(C=CC=C1)N1C(=NC2=C1C=CC=C2)\C=C\C2=CC=CC=C2 ((E)-1-(2-pyridyl)-2-styryl-1H-benzimidazole). Solvent: C(C)(=O)OCC (ethyl acetate). The product is C(C(=O)O)(=O)O.COC=1C=C(/C=C/C2=NC3=C(N2C2=NC=CC=C2)C=CC=C3)C=CC1 ((E)-3-Methoxystyryl-1-(2-pyridyl)-1H-benzimidazole oxalate). As a reaction SMILES: [N:1]1[CH:6]=[CH:5][CH:4]=[CH:3][C:2]=1[NH:7][C:8]1[CH:13]=[CH:12][CH:11]=[CH:10][C:9]=1[NH2:14].[CH3:15][O:16][C:17]1[CH:18]=[C:19]([CH:25]=[CH:26][CH:27]=1)[CH:20]=[CH:21][C:22](Cl)=O.N1C=CC=CC=1N1C2C=CC=CC=2N=C1/C=C/C1C=CC=CC=1.[C:51]([OH:56])(=[O:55])[C:52]([OH:54])=[O:53]>C(OCC)(=O)C>[C:51]([OH:56])(=[O:55])[C:52]([OH:54])=[O:53].[CH3:15][O:16][C:17]1[CH:18]=[C:19]([CH:25]=[CH:26][CH:27]=1)/[CH:20]=[CH:21]/[C:22]1[N:7]([C:2]2[CH:3]=[CH:4][CH:5]=[CH:6][N:1]=2)[C:8]2[CH:13]=[CH:12][CH:11]=[CH:10][C:9]=2[N:14]=1 |f:5.6|. Procedure details: Free base of the titled compound was prepared from N-(2-pyridyl)-o-phenylenediamine and 3-methoxycinnamoyl chloride (Amino, Y.; Kawada, K.; Toi, K.; Kumashiro, I.; Fukushima, K. Chem. Pharm. Bull., 1988, 36, 4426) according to the preparation of (E)-1-(2-pyridyl)-2-styryl-1H-benzimidazole (Example 1, method A). The free base and oxalic acid were dissolved into ethyl acetate. Concentration and recrystallization from ethyl acetate/n-hexane yielded the titled compound. MW: 417.42; mp: 163.0-164.0° ...